From a dataset of the Open Reaction Database (ORD), a public repository of structured organic reaction records. describe an organic reaction: reactants, conditions, products, and yield Reactants: Cl.ClC1=CC(=NC=N1)N1NC=C(C1=O)N1C=NC=C1 (2-(6-Chloropyrimidin-4-yl)-4-(1H-imidazol-1-yl)-1,2-dihydro-3H-pyrazol-3-one hydrochloride), Cl.FC1(CCNCC1)F (4,4-difluoropiperidine hydrochloride), C(C)N(C(C)C)C(C)C (N-ethyl-N-(propan-2-yl)propane-2-amine). Run in O1CCCC1 (tetrahydrofuran). Yields the product FC1(CCN(CC1)C1=CC(=NC=N1)N1NC=C(C1=O)N1C=NC=C1)F (2-[6-(4,4-Difluoropiperidin-1-yl)pyrimidin-4-yl]-4-(1H-imidazol-1-yl)-1,2-dihydro-3H-pyrazol-3-one). Reaction SMILES: Cl.Cl[C:3]1[N:8]=[CH:7][N:6]=[C:5]([N:9]2[C:13](=[O:14])[C:12]([N:15]3[CH:19]=[CH:18][N:17]=[CH:16]3)=[CH:11][NH:10]2)[CH:4]=1.Cl.[F:21][C:22]1([F:28])[CH2:27][CH2:26][NH:25][CH2:24][CH2:23]1.C(N(C(C)C)C(C)C)C>O1CCCC1>[F:21][C:22]1([F:28])[CH2:27][CH2:26][N:25]([C:3]2[N:8]=[CH:7][N:6]=[C:5]([N:9]3[C:13](=[O:14])[C:12]([N:15]4[CH:19]=[CH:18][N:17]=[CH:16]4)=[CH:11][NH:10]3)[CH:4]=2)[CH2:24][CH2:23]1 |f:0.1,2.3|. Procedure details: 100 mg (0.3 mmol) of the compound from Example 13A, 63 mg (0.4 mmol) of 4,4-difluoropiperidine hydrochloride and 116 μl (86 mg, 0.7 mmol) of N-ethyl-N-(propan-2-yl)propane-2-amine are initially charged in 2 ml of tetrahydrofuran and reacted in a single mode microwave (Emrys Optimizer) at 120° C. for 2.5 h. After concentration under reduced pressure, the residue is taken up in acetonitrile/water and purified by preparative HPLC (RP18 column; mobile phase: acetonitrile/water gradient). Yield: 82 m... The reactants are NC1=NC=CC=C1OCC1=C(C=CC=C1)C(F)(F)F (2-amino-3-(2-trifluoromethylbenzyloxy)pyridine), Cl.C1(=CC=CC=C1)CC(OCC)=N (ethyl phenylacetimidate hydrochloride). Run in C(C)O (ethanol). Product: Cl.FC(C1=C(COC=2C(=NC=CC2)NC(CC2=CC=CC=C2)=N)C=CC=C1)(F)F (N-(3-(2-Trifluoromethylbenzyloxy)-2-pyridyl)phenyl-acetamidine hydrochloride). The yield is 4.9%. Reaction SMILES: [NH2:1][C:2]1[C:7]([O:8][CH2:9][C:10]2[CH:15]=[CH:14][CH:13]=[CH:12][C:11]=2[C:16]([F:19])([F:18])[F:17])=[CH:6][CH:5]=[CH:4][N:3]=1.[ClH:20].[C:21]1([CH2:27][C:28](=[NH:32])OCC)[CH:26]=[CH:25][CH:24]=[CH:23][CH:22]=1>C(O)C>[ClH:20].[F:18][C:16]([F:17])([F:19])[C:11]1[CH:12]=[CH:13][CH:14]=[CH:15][C:10]=1[CH2:9][O:8][C:7]1[C:2]([NH:1][C:28](=[NH:32])[CH2:27][C:21]2[CH:26]=[CH:25][CH:24]=[CH:23][CH:22]=2)=[N:3][CH:4]=[CH:5][CH:6]=1 |f:1.2,4.5|. Procedure: A mixture of 2-amino-3-(2-trifluoromethylbenzyloxy)pyridine (5.36 g, 20 mmol) and ethyl phenylacetimidate hydrochloride (4.39 g, 22 mmol) in ethanol (80 ml) was heated under reflux for 2 hours. Evaporation of the solvent gave an oil which was purified by flash chromatography (chloroform/methanol) and recrystallisation from ethanol/ether to obtain the product (0.41 g), m.p. 105°-112° C. The reactants are COC(=O)C1C(N(C2=C(CC1C1=C(C=CC=C1)OC)C=C(C=C2)C(F)(F)F)COC)=O (1,3,4,5-tetrahydro-3-(methoxycarbonyl)-1-(methoxymethyl)-4-(methoxyphenyl)-7-(trifluoromethyl)-2H-1-benzazepin-2-one), [H-] (hydride), [H-].[Na+] (sodium hydride), C(C=C)Br (allyl bromide). Solvent: CN(C=O)C (dimethylformamide), CN(C=O)C (dimethylformamide). Product: COC(=O)C1(C(N(C2=C(CC1C1=C(C=CC=C1)OC)C=C(C=C2)C(F)(F)F)COC)=O)CC=C (1,3,4,5-Tetrahydro-3-(methoxycarbonyl)-1-(methoxymethyl)-4-(methoxyphenyl)-3-(2-propenyl)-7-(trifluoromethyl)-2H-1-benzazepin-2-one). Reaction SMILES: [H-].[Na+].[CH3:3][O:4][C:5]([CH:7]1[CH:13]([C:14]2[CH:19]=[CH:18][CH:17]=[CH:16][C:15]=2[O:20][CH3:21])[CH2:12][C:11]2[CH:22]=[C:23]([C:26]([F:29])([F:28])[F:27])[CH:24]=[CH:25][C:10]=2[N:9]([CH2:30][O:31][CH3:32])[C:8]1=[O:33])=[O:6].[CH2:34](Br)[CH:35]=[CH2:36].[H-]>CN(C)C=O>[CH3:3][O:4][C:5]([C:7]1([CH2:36][CH:35]=[CH2:34])[CH:13]([C:14]2[CH:19]=[CH:18][CH:17]=[CH:16][C:15]=2[O:20][CH3:21])[CH2:12][C:11]2[CH:22]=[C:23]([C:26]([F:27])([F:28])[F:29])[CH:24]=[CH:25][C:10]=2[N:9]([CH2:30][O:31][CH3:32])[C:8]1=[O:33])=[O:6] |f:0.1|. Reported procedure: To a suspension of sodium hydride (384 mg; 8 mmole; 50% oil dispersion) in dry dimethylformamide (35 ml), cooled in an ice water bath, was added a solution of 1,3,4,5-tetrahydro-3-(methoxycarbonyl)-1-(methoxymethyl)-4-(methoxyphenyl)-7-(trifluoromethyl)-2H-1-benzazepin-2-one (917 mg; 21 mmole) in dimethylformamide (8 ml) with stirring. After stirring at 0°-5° C. for 30 minutes, allyl bromide (1.5 ml) was added in one portion, the mixture was allowed to stand at 0°-5° C. for three additional hour...